Dataset: the Open Reaction Database (ORD), a public repository of structured organic reaction records. Task: describe an organic reaction: reactants, conditions, products, and yield The reactants are C([O-])([O-])=O.[K+].[K+] (potassium carbonate), ClC1=C(C=CC=C1)S (2-chlorothiophenol), BrCC1=C(SC=C1)C(C(=O)OC)=O (methyl 3-bromomethylthien-2-ylglyoxylate). The solvent is CC(=O)C (acetone). Run at time 72 hour. Yields the product ClC1=C(SCC2=C(SC=C2)C(C(=O)OC)=O)C=CC=C1 (Methyl 3-(2-chlorothiophenoxymethyl)-thien-2-yl-glyoxylate). Yield: 68.3%. As a reaction SMILES: C(=O)([O-])[O-].[K+].[K+].[Cl:7][C:8]1[CH:13]=[CH:12][CH:11]=[CH:10][C:9]=1[SH:14].Br[CH2:16][C:17]1[CH:21]=[CH:20][S:19][C:18]=1[C:22](=[O:27])[C:23]([O:25][CH3:26])=[O:24]>CC(C)=O>[Cl:7][C:8]1[CH:13]=[CH:12][CH:11]=[CH:10][C:9]=1[S:14][CH2:16][C:17]1[CH:21]=[CH:20][S:19][C:18]=1[C:22](=[O:27])[C:23]([O:25][CH3:26])=[O:24] |f:0.1.2|. Procedure details: 2.62 g (19 mmol) of potassium carbonate and 2.74 g (19 mmol) of 2-chlorothiophenol are added to a solution of 5 g (19 mmol) of methyl 3-bromomethylthien-2-ylglyoxylate in 50 ml of acetone, the mixture is stirred for 72 hours at room temperature and filtered and the filtrate is evaporated down. The residue is taken up in methylene chloride, and the solution is washed with Na2CO3 solution, dried and evaporated down. The crude product is recrystallized from methanol. 4.24 g (68%) of the abovementio... Starting materials: C(C)(C)(C)OC(=O)[C@@H]1N([C@@H](C1)C(=O)OC(C)(C)C)CC1=CC=CC=C1 (cis-N-benzylazetidine-2,4-dicarboxylic acid di-tert.butyl ester), O (water), [H][H] (hydrogen). The reagents and catalysts are [OH-].[OH-].[Pd+2] (Pd(OH)2). Run in CO (methanol). The product is C(C)(C)(C)OC(=O)[C@@H]1N[C@@H](C1)C(=O)OC(C)(C)C (cis-azetidine-2,4-dicarboxylic acid di-tert.butyl ester). The yield is 65.5%. Reaction SMILES: [C:1]([O:5][C:6]([C@H:8]1[CH2:11][C@@H:10]([C:12]([O:14][C:15]([CH3:18])([CH3:17])[CH3:16])=[O:13])[N:9]1CC1C=CC=CC=1)=[O:7])([CH3:4])([CH3:3])[CH3:2].O.[H][H]>CO.[OH-].[OH-].[Pd+2]>[C:1]([O:5][C:6]([C@H:8]1[CH2:11][C@@H:10]([C:12]([O:14][C:15]([CH3:18])([CH3:17])[CH3:16])=[O:13])[NH:9]1)=[O:7])([CH3:4])([CH3:3])[CH3:2] |f:4.5.6|. Reported procedure: 307 mg (884 μmol) of cis-N-benzylazetidine-2,4-dicarboxylic acid di-tert.butyl ester in 25 ml of methanol is hydrogenated in a Parr shaker over 100 mg of 20% Pd(OH)2 /C (containing 31% water) under 4 atm of hydrogen for 7.5 h. The catalyst is filtered off through a double paper filter and thoroughly washed with methanol. Evaporation and filtration over SiO2 (EtOAc/hexanes 1:1) affords 149 mg (66%) of cis-azetidine-2,4-dicarboxylic acid di-tert.butyl ester as a yellowish oil which solidifies spon... Reactants: O (Water), S(=O)(=O)(C(F)(F)F)OS(=O)(=O)C(F)(F)F (Triflic anhydride), COC1=C(C=CC(=C1)OC)CN(C=1C2=C(N=C(N1)SCCC)N(N=N2)C2CC(C1C2OC(O1)(C)C)O)C1C(C1)C1=CC=CC=C1 (6-[7-[N-[(2,4-Dimethoxyphenyl)methyl]-(2-phenylcyclopropyl)amino]-5-(propylthio)-3H-1,2,3-triazolo[4,5 d]pyrimidin-3-yl]-tetrahydro-2,2-dimethyl-4H-cyclopenta-1,3-dioxol-4-ol), N1=CC=CC=C1 (pyridine), ClCCl (dichloromethane). Conditions: time 18 hour. Yields the product Cl.NC1C(C(C(C1)N1N=NC2=C1N=C(N=C2NC2C(C2)C2=CC=CC=C2)SCCC)O)O (3-Amino-5-[7-[(2-phenylcyclopropyl)amino]-5-(propylthio)-3H-1,2,3-triazolo[4,5-d]pyrimidin-3-yl]-cyclopentane-1,2-diol, hydrochloride). Reaction SMILES: S(OS(C(F)(F)F)(=O)=O)(C(F)(F)F)(=O)=O.COC1C=C(OC)C=CC=1C[N:27]([CH:52]1[CH2:54][CH:53]1[C:55]1[CH:60]=[CH:59][CH:58]=[CH:57][CH:56]=1)[C:28]1[C:29]2[N:40]=[N:39][N:38]([CH:41]3[CH:45]4[O:46]C(C)(C)[O:48][CH:44]4[CH:43](O)[CH2:42]3)[C:30]=2[N:31]=[C:32]([S:34][CH2:35][CH2:36][CH3:37])[N:33]=1.[N:61]1C=CC=CC=1.O.[Cl:68]CCl>>[ClH:68].[NH2:61][CH:43]1[CH2:42][CH:41]([N:38]2[C:30]3[N:31]=[C:32]([S:34][CH2:35][CH2:36][CH3:37])[N:33]=[C:28]([NH:27][CH:52]4[CH2:54][CH:53]4[C:55]4[CH:60]=[CH:59][CH:58]=[CH:57][CH:56]=4)[C:29]=3[N:40]=[N:39]2)[CH:45]([OH:46])[CH:44]1[OH:48] |f:5.6|. Reported procedure: Triflic anhydride (0.08 ml) was added to a solution of the product from step (h) (147 mg) and pyridine (0.08 ml) in dichloromethane (2 ml) and stirred for 18 hours. Water was added and the mixture was extracted with dichloromethane. The organic layer was dried (MgSO4), evaporated and purified (SiO2, petrol:ether 3:2 as eluent) to give the sub-title compound as a white foam (166 mg). Reactants: NC[C@H]1N(CCC[C@H]1C)C(=O)C1=C(C=CC(=C1)C)C=1C=NN(C1)C (((2S,3R)-2-(aminomethyl)-3-methylpiperidin-1-yl)(5-methyl-2-(1-methyl-1H-pyrazol-4-yl)phenyl)methanone), CC=1C=CC(=C(C(=O)O)C1)N1N=CC=N1 (5-methyl-2-(2H-1,2,3-triazol-2-yl)benzoic acid). The product is NC[C@H]1N(CCC[C@H]1C)C(=O)C1=C(C=CC(=C1)C)N1N=CC=N1 (((2S,3R)-2-(Aminomethyl)-3-methylpiperidin-1-yl)(5-methyl-2-(2H-1,2,3-triazol-2-yl)phenyl)methanone). As a reaction SMILES: [NH2:1][CH2:2][C@@H:3]1[C@H:8]([CH3:9])[CH2:7][CH2:6][CH2:5][N:4]1[C:10]([C:12]1[CH:17]=[C:16]([CH3:18])[CH:15]=[CH:14][C:13]=1C1C=NN(C)C=1)=[O:11].CC1C=CC([N:35]2[N:39]=[CH:38][CH:37]=[N:36]2)=C(C=1)C(O)=O>>[NH2:1][CH2:2][C@@H:3]1[C@H:8]([CH3:9])[CH2:7][CH2:6][CH2:5][N:4]1[C:10]([C:12]1[CH:17]=[C:16]([CH3:18])[CH:15]=[CH:14][C:13]=1[N:35]1[N:39]=[CH:38][CH:37]=[N:36]1)=[O:11]. Procedure: The title compound was prepared following the same general protocol as described for ((2S,3R)-2-(aminomethyl)-3-methylpiperidin-1-yl)(5-methyl-2-(1-methyl-1H-pyrazol-4-yl)phenyl)methanone in Example A1 using 5-methyl-2-(2H-1,2,3-triazol-2-yl)benzoic acid. MS (ESI) 314 (M+H). Reactants: [Br-], CC(C)(C)[O-], O=Cc1cc(Cl)ccc1[N+](=O)[O-], [K+], O=C1OC([P+](c2ccccc2)(c2ccccc2)c2ccccc2)c2ccccc21, C1CCOC1, O. The product is O=C1OC(=Cc2cc(Cl)ccc2[N+](=O)[O-])c2ccccc21. RXN SMILES: [Br-:1].[CH3:36][C:37]([CH3:38])([O-:39])[CH3:40].[Cl:42][c:43]1[cH:44][cH:45][c:46]([N+:51](=[O:52])[O-:53])[c:47]([CH:48]=[O:49])[cH:50]1.[K+:41].[O:2]=[C:3]1[O:4][CH:5]([P+:12]([c:13]2[cH:14][cH:15][cH:16][cH:17][cH:18]2)([c:19]2[cH:20][cH:21][cH:22][cH:23][cH:24]2)[c:25]2[cH:26][cH:27][cH:28][cH:29][cH:30]2)[c:6]2[c:7]1[cH:8][cH:9][cH:10][cH:11]2.[O:31]1[CH2:32][CH2:33][CH2:34][CH2:35]1.[OH2:54]>>[O:2]=[C:3]1[O:4][C:5](=[CH:48][c:47]2[c:46]([N+:51](=[O:52])[O-:53])[cH:45][cH:44][c:43]([Cl:42])[cH:50]2)[c:6]2[c:7]1[cH:8][cH:9][cH:10][cH:11]2. Starting materials: CC(=O)C1=C(C=CC(=C1)OCC(F)(F)F)OCC(F)(F)F (2,5-bis(2,2,2-trifluoroethoxy)acetophenone), C(C1=CC=CC=C1)=O (benzaldehyde). Yields the product FC(COC1=C(C=C(C=C1)OCC(F)(F)F)C(C=CC1=CC=CC=C1)=O)(F)F (1-[2,5-Bis(2,2,2-trifluoroethoxy)phenyl]-3-phenyl-2-propen-1-one), solid. Isolated yield 2.8%. RXN SMILES: [CH3:1][C:2]([C:4]1[CH:9]=[C:8]([O:10][CH2:11][C:12]([F:15])([F:14])[F:13])[CH:7]=[CH:6][C:5]=1[O:16][CH2:17][C:18]([F:21])([F:20])[F:19])=[O:3].[CH:22](=O)[C:23]1[CH:28]=[CH:27][CH:26]=[CH:25][CH:24]=1>>[F:21][C:18]([F:19])([F:20])[CH2:17][O:16][C:5]1[CH:6]=[CH:7][C:8]([O:10][CH2:11][C:12]([F:13])([F:14])[F:15])=[CH:9][C:4]=1[C:2](=[O:3])[CH:1]=[CH:22][C:23]1[CH:28]=[CH:27][CH:26]=[CH:25][CH:24]=1. Reported procedure: The title compound was prepared by heating a mixture of 2,5-bis(2,2,2-trifluoroethoxy)acetophenone (200 mg, 0.633 mmol) and benzaldehyde (64 ul, 0.633 mmol) similar to Example 1 and isolated as a yellow solid (7.2 mg, 2.8%). 1H NMR (CDCl3): 7.70 (d, J=16.2 Hz, 1H), 7.62-7.59 (m, 2H), 7.45 (d, J=15.9 Hz, 1H), 7.41 (t, J=3.2 Hz, 3H), 7.29 (d, J=3.3 Hz, 1H), 7.13 (dd, J=3.3, 9.3 Hz, 1H), 6.96 (d, J=9.0 Hz, 1H), 4.45-4.34 (m, 4H). Starting materials: FC(C1=CC=C(C=C1)NS(=O)(=O)C(=COCC)C)(F)F (2-(4-trifluoromethylphenylaminosulfonyl)1-ethoxypropene), FC(C1=CC=C(N)C=C1)(F)F (4-trifluoromethylaniline), ClS(=O)(=O)C=1C=NOC1C (4-chlorosulfonyl-5-methylisoxazole). Yields the product FC(C1=CC=C(C=C1)NS(=O)(=O)C=1C=NOC1C)(F)F (4-(4-Trifluoromethylphenylaminosulfonyl)-5-methylisoxazole). Reaction SMILES: FC(F)(F)C1C=CC(NS(C(C)=COCC)(=O)=O)=CC=1.[F:21][C:22]([F:31])([F:30])[C:23]1[CH:29]=[CH:28][C:26]([NH2:27])=[CH:25][CH:24]=1.Cl[S:33]([C:36]1[CH:37]=[N:38][O:39][C:40]=1[CH3:41])(=[O:35])=[O:34]>>[F:21][C:22]([F:30])([F:31])[C:23]1[CH:29]=[CH:28][C:26]([NH:27][S:33]([C:36]2[CH:37]=[N:38][O:39][C:40]=2[CH3:41])(=[O:35])=[O:34])=[CH:25][CH:24]=1. Procedure: AA16 was prepared starting from 2-(4-trifluoromethylphenylaminosulfonyl)1-ethoxypropene under the same conditions as described for AA11. Alternatively, AA16 was prepared from 4-trifluoromethylaniline and 4-chlorosulfonyl-5-methylisoxazole. The reactants are Cl.Cl.NC[C@@]1(CN2CCC1CC2)O ((S)-3-(aminomethyl)quinuclidin-3-ol dihydrochloride), N1(N=CC=C1)C1=CC(=NC=N1)N=C(SC)SC (dimethyl 6-(1H-pyrazol-1-yl)pyrimidin-4-ylcarbonimidodithioate), C([O-])([O-])=O.[Cs+].[Cs+] (cesium carbonate). Run in C(Cl)(Cl)Cl (CHCl3), CN(C)C=O (DMF). Product: CO.[NH4+].[OH-] (MeOH NH4OH), N1(N=CC=C1)C1=CC(=NC=N1)NC=1O[C@]2(CN3CCC2CC3)CN1 ((R)—N-(6-(1H-pyrazol-1-yl)pyrimidin-4-yl)-4H-1′-azaspiro[oxazole-5,3′-bicyclo[2.2.2]octan]-2-amine). Isolated yield 109.4%. Reaction SMILES: Cl.Cl.[NH2:3][CH2:4][C@@:5]1([OH:13])[CH:10]2[CH2:11][CH2:12][N:7]([CH2:8][CH2:9]2)[CH2:6]1.[N:14]1([C:19]2[N:24]=[CH:23][N:22]=[C:21]([N:25]=[C:26](SC)SC)[CH:20]=2)[CH:18]=[CH:17][CH:16]=[N:15]1.C(=O)([O-])[O-:32].[Cs+].[Cs+]>CN(C=O)C.C(Cl)(Cl)Cl>[CH3:5][OH:13].[NH4+:3].[OH-:32].[N:14]1([C:19]2[N:24]=[CH:23][N:22]=[C:21]([NH:25][C:26]3[O:13][C@:5]4([CH2:4][N:3]=3)[CH:10]3[CH2:9][CH2:8][N:7]([CH2:12][CH2:11]3)[CH2:6]4)[CH:20]=2)[CH:18]=[CH:17][CH:16]=[N:15]1 |f:0.1.2,4.5.6,9.10.11|. Reported procedure: A suspension of (S)-3-(aminomethyl)quinuclidin-3-ol dihydrochloride (135 mg, 0.59 mmol), dimethyl 6-(1H-pyrazol-1-yl)pyrimidin-4-ylcarbonimidodithioate (130 mg, 0.49 mmol), and cesium carbonate (399 mg, 1.23 mmol) was stirred in DMF (1.2 mL) at 75° C. for 2 h. The reaction was concentrated and purified by flash chromatography on a 40 g silica gel cartridge with a pre-run of 1% [95:5 MeOH/NH4OH] in EtOAc, then isocratic 1% [95:5 MeOH/NH4OH] in CHCl3 to yield (R)—N-(6-(1H-pyrazol-1-yl)pyrimidin-4-... The reactants are CCC(Nc1ccc(Br)cc1[N+](=O)[O-])C(=O)O, CO, CC(=O)O, [Fe]. Yields the product CCC1Nc2ccc(Br)cc2NC1=O. As a reaction SMILES: [Br:1][c:2]1[cH:3][c:4]([N+:15]([O-:16])=[O:17])[c:5]([NH:8][CH:9]([C:10](=[O:11])[OH:12])[CH2:13][CH3:14])[cH:6][cH:7]1.[CH3:18][OH:19].[CH3:20][C:21](=[O:22])[OH:23].[Fe:24]>>[Br:1][c:2]1[cH:3][c:4]2[c:5]([cH:6][cH:7]1)[NH:8][CH:9]([CH2:13][CH3:14])[C:10](=[O:11])[NH:15]2.